This data is from the Open Reaction Database (ORD), a public repository of structured organic reaction records. The task is: describe an organic reaction: reactants, conditions, products, and yield Reactants: O=C([O-])[O-], CCc1nc2ccccc2[nH]1, Cn1c(CCN2CC(C(C)(C)O)C2)nc2c(N3CCOCC3)nc(Cl)nc21, [Cs+], [Cs+], C1COCCO1, O=C(C=Cc1ccccc1)C=Cc1ccccc1, O=C(C=Cc1ccccc1)C=Cc1ccccc1, O=C(C=Cc1ccccc1)C=Cc1ccccc1, [Pd], [Pd]. Yields the product CCc1nc2ccccc2n1-c1nc(N2CCOCC2)c2nc(CCN3CC(C(C)(C)O)C3)n(C)c2n1. RXN SMILES: [C:39](=[O:40])([O-:41])[O-:42].[CH2:28]([CH3:29])[c:30]1[nH:31][c:32]2[c:33]([n:34]1)[cH:35][cH:36][cH:37][cH:38]2.[Cl:1][c:2]1[n:3][c:4]([N:22]2[CH2:23][CH2:24][O:25][CH2:26][CH2:27]2)[c:5]2[n:6][c:7]([CH2:12][CH2:13][N:14]3[CH2:15][CH:16]([C:18]([CH3:19])([CH3:20])[OH:21])[CH2:17]3)[n:8]([CH3:11])[c:9]2[n:10]1.[Cs+:43].[Cs+:44].[O:45]1[CH2:46][CH2:47][O:48][CH2:49][CH2:50]1.[O:53]=[C:54]([CH:55]=[CH:56][c:57]1[cH:58][cH:59][cH:60][cH:61][cH:62]1)[CH:63]=[CH:64][c:65]1[cH:66][cH:67][cH:68][cH:69][cH:70]1.[O:71]=[C:72]([CH:73]=[CH:74][c:75]1[cH:76][cH:77][cH:78][cH:79][cH:80]1)[CH:81]=[CH:82][c:83]1[cH:84][cH:85][cH:86][cH:87][cH:88]1.[O:89]=[C:90]([CH:91]=[CH:92][c:93]1[cH:94][cH:95][cH:96][cH:97][cH:98]1)[CH:99]=[CH:100][c:101]1[cH:102][cH:103][cH:104][cH:105][cH:106]1.[Pd:51].[Pd:52]>>[c:2]1(-[n:31]2[c:30]([CH2:28][CH3:29])[n:34][c:33]3[c:32]2[cH:38][cH:37][cH:36][cH:35]3)[n:3][c:4]([N:22]2[CH2:23][CH2:24][O:25][CH2:26][CH2:27]2)[c:5]2[n:6][c:7]([CH2:12][CH2:13][N:14]3[CH2:15][CH:16]([C:18]([CH3:19])([CH3:20])[OH:21])[CH2:17]3)[n:8]([CH3:11])[c:9]2[n:10]1. Reactants: COC(=O)C1=CC2=C(OC(O2)(F)F)C(=C1)B1OCC(CO1)(C)C (7-(5,5-Dimethyl-[1,3,2]dioxaborinan-2-yl)-2,2-difluoro-benzo[1,3]dioxole-5-carboxylic acid methyl ester), C(=O)([O-])[O-].[K+].[K+] (K2CO3), BrC1=CC(=C(C=C1)OC)Cl (4-bromo-2-chloro-1-methoxybenzene), C1(=CC=CC=C1)P(C1=CC=CC=C1)C1=CC=CC=C1 (triphenylphosphine). Reagents/catalysts: C(C)(=O)[O-].[Pd+2].C(C)(=O)[O-] (palladium(II) acetate). The solvent is CN(C)C=O (DMF), O (water), O (water). Product: COC(=O)C1=CC2=C(OC(O2)(F)F)C(=C1)C1=CC(=C(C=C1)OC)Cl (7-(3-Chloro-4-methoxy-phenyl)-2,2-difluoro-benzo[1,3]dioxole-5-carboxylic acid methyl ester). Yield: 16.0%. Reaction SMILES: [CH3:1][O:2][C:3]([C:5]1[CH:15]=[C:14](B2OCC(C)(C)CO2)[C:8]2[O:9][C:10]([F:13])([F:12])[O:11][C:7]=2[CH:6]=1)=[O:4].Br[C:25]1[CH:30]=[CH:29][C:28]([O:31][CH3:32])=[C:27]([Cl:33])[CH:26]=1.C1(P(C2C=CC=CC=2)C2C=CC=CC=2)C=CC=CC=1.C([O-])([O-])=O.[K+].[K+]>CN(C=O)C.C([O-])(=O)C.[Pd+2].C([O-])(=O)C.O>[CH3:1][O:2][C:3]([C:5]1[CH:15]=[C:14]([C:25]2[CH:30]=[CH:29][C:28]([O:31][CH3:32])=[C:27]([Cl:33])[CH:26]=2)[C:8]2[O:9][C:10]([F:12])([F:13])[O:11][C:7]=2[CH:6]=1)=[O:4] |f:3.4.5,7.8.9|. Procedure details: 1.9 g of 7-(5,5-Dimethyl-[1,3,2]dioxaborinan-2-yl)-2,2-difluoro-benzo[1,3]dioxole-5-carboxylic acid methyl ester (example YY, step 4), 1.5 g of 4-bromo-2-chloro-1-methoxybenzene, 152 mg of triphenylphosphine, 65 mg of palladium(II) acetate, and 2.4 g of K2CO3 were stirred in 30 ml of DMF and 3 ml of water under an argon atmosphere at 100° C. for 4 h. 200 ml of water were then added and the mixture was extracted three times using 100 ml of EA each. The organic layer was then dried using MgSO4 and... The reactants are C(C)(C)(C)OC(NCC=1N(C(C2=CC=C(C=C2C1OCCCC)C(=NO)N)=O)CC(C)C)=O (tert-butyl[6-[amino(hydroxyimino)methyl]-4-butoxy-2-isobutyl-1-oxo-1,2-dihydro-3-isoquinolinyl]methylcarbamate), C(=O)(N1C=NC=C1)N1C=NC=C1 (1,1′-carbonyldiimidazole), O (water). The solvent is C(C)(=O)OCC (ethyl acetate). Run at temperature 80 celsius, time 2 hour. The product is C(CCC)OC1=C(N(C(C2=CC=C(C=C12)C1=NOC(N1)=O)=O)CC(C)C)CNC(OC(C)(C)C)=O (tert-butyl [4-butoxy-2-isobutyl-1-oxo-6-(5-oxo-4,5-dihydro-1,2,4-oxadiazol-3-yl)-1,2-dihydro-3-isoquinolinyl]methylcarbamate). The yield is 65.3%. Reaction SMILES: [C:1]([O:5][C:6](=[O:33])[NH:7][CH2:8][C:9]1[N:10]([CH2:29][CH:30]([CH3:32])[CH3:31])[C:11](=[O:28])[C:12]2[C:17]([C:18]=1[O:19][CH2:20][CH2:21][CH2:22][CH3:23])=[CH:16][C:15]([C:24]([NH2:27])=[N:25][OH:26])=[CH:14][CH:13]=2)([CH3:4])([CH3:3])[CH3:2].[C:34](N1C=CN=C1)(N1C=CN=C1)=[O:35].O>C(OCC)(=O)C>[CH2:20]([O:19][C:18]1[C:17]2[C:12](=[CH:13][CH:14]=[C:15]([C:24]3[NH:27][C:34](=[O:35])[O:26][N:25]=3)[CH:16]=2)[C:11](=[O:28])[N:10]([CH2:29][CH:30]([CH3:32])[CH3:31])[C:9]=1[CH2:8][NH:7][C:6](=[O:33])[O:5][C:1]([CH3:4])([CH3:2])[CH3:3])[CH2:21][CH2:22][CH3:23]. Procedure: To a solution of tert-butyl[6-[amino(hydroxyimino)methyl]-4-butoxy-2-isobutyl-1-oxo-1,2-dihydro-3-isoquinolinyl]methylcarbamate (0.78 g, 1.7 mmol) in ethyl acetate (10 ml) tetrahydrofuran (10 ml) was added 1,1′-carbonyldiimidazole (0.83 g, 5.1 mmol) and the mixture was stirred at 80° C. for 2 h. The reaction mixture was poured into water and extracted with ethyl acetate. The extract was washed with brine, dried over anhydrous magnesium sulfate and concentrated under reduced pressure. The residue... The reactants are CS(=O)(=O)c1ccc(-c2ccccc2[N+](=O)[O-])cc1, CCO. Yields the product CS(=O)(=O)c1ccc(-c2ccccc2N)cc1. Reaction SMILES: [CH3:1][S:2](=[O:3])(=[O:4])[c:5]1[cH:6][cH:7][c:8](-[c:11]2[c:12]([N+:17]([O-:18])=[O:19])[cH:13][cH:14][cH:15][cH:16]2)[cH:9][cH:10]1.[CH3:20][CH2:21][OH:22]>>[CH3:1][S:2](=[O:3])(=[O:4])[c:5]1[cH:6][cH:7][c:8](-[c:11]2[c:12]([NH2:17])[cH:13][cH:14][cH:15][cH:16]2)[cH:9][cH:10]1. The reactants are [N+](=O)([O-])C (nitromethane), C(C)(C)N(C(C)C)CC (N,N-diisopropylethylamine), ClC1=C(C=CC=C1)\C=N\C(OC(C)(C)C)=O (tert-Butyl [(E)-(2-chlorophenyl)methylene]carbamate). Run at time 1 hour. Yields the product ClC1=C(C=CC=C1)C(C[N+](=O)[O-])NC(OC(C)(C)C)=O (tert-Butyl [1-(2-chlorophenyl)-2-nitroethyl]carbamate). RXN SMILES: [N+:1]([CH3:4])([O-:3])=[O:2].C(N(CC)C(C)C)(C)C.[Cl:14][C:15]1[CH:20]=[CH:19][CH:18]=[CH:17][C:16]=1/[CH:21]=[N:22]/[C:23](=[O:29])[O:24][C:25]([CH3:28])([CH3:27])[CH3:26]>>[Cl:14][C:15]1[CH:20]=[CH:19][CH:18]=[CH:17][C:16]=1[CH:21]([NH:22][C:23](=[O:29])[O:24][C:25]([CH3:27])([CH3:26])[CH3:28])[CH2:4][N+:1]([O-:3])=[O:2]. Procedure details: A quantity of 16 ml (295.41 mmol) of nitromethane was admixed with 436 μl (2.50 mmol) of N,N-diisopropylethylamine and the yellow solution was stirred at RT for 1 h. Then 2.0 g (8.34 mmol) of the compound from Example 111A were added and the mixture was stirred overnight at RT. All of the volatile constituents were removed on a rotary evaporator. The residue was dissolved in 9 ml of isopropanol in the heat of boiling, and the solution was then cooled to 0° C. The white solid precipitated was fil... Reactants: CC(C)(C)OC(=O)N1CCC(N)CC1, CC#N, COc1nc(Cl)nc(OC)n1. The product is COc1nc(NC2CCN(C(=O)OC(C)(C)C)CC2)nc(OC)n1. As a reaction SMILES: [C:12]([CH3:13])([CH3:14])([CH3:15])[O:16][C:17](=[O:18])[N:19]1[CH2:20][CH2:21][CH:22]([NH2:25])[CH2:23][CH2:24]1.[CH3:26][C:27]#[N:28].[Cl:1][c:2]1[n:3][c:4]([O:10][CH3:11])[n:5][c:6]([O:8][CH3:9])[n:7]1>>[c:2]1([NH:25][CH:22]2[CH2:21][CH2:20][N:19]([C:17]([O:16][C:12]([CH3:13])([CH3:14])[CH3:15])=[O:18])[CH2:24][CH2:23]2)[n:3][c:4]([O:10][CH3:11])[n:5][c:6]([O:8][CH3:9])[n:7]1. Reactants: Cl.ClCC1=NC=CC=C1 (2-chloromethylpyridine hydrochloride), NC(=S)N (thiourea). The solvent is C(C)O (ethanol), C(C)O (ethanol). The product is Cl.Cl.N1=C(C=CC=C1)CSC(N)=N (2-(Pyrid-2-ylmethyl)isothiourea dihydrochloride). Isolated yield 94.9%. RXN SMILES: [ClH:1].[Cl:2][CH2:3][C:4]1[CH:9]=[CH:8][CH:7]=[CH:6][N:5]=1.[NH2:10][C:11]([NH2:13])=[S:12]>C(O)C>[ClH:2].[ClH:1].[N:5]1[CH:6]=[CH:7][CH:8]=[CH:9][C:4]=1[CH2:3][S:12][C:11](=[NH:10])[NH2:13] |f:0.1,4.5.6|. Procedure details: A solution of 2-chloromethylpyridine hydrochloride (30 g) in ethanol (100 cc) at 60° C. is added dropwise, in the course of 15 minutes, to a suspension of thiourea (17.6 g) in boiling ethanol (100 cc). Boiling is maintained for 90 minutes and then, after cooling, the crystals which have appeared are filtered off, washed twice with ethanol (100 cc in total) and dried under reduced pressure (20 mm Hg) at a temperature of about 20° C., in the presence of potassium hydroxide pellets. 2-(Pyrid-2-ylme... The reactants are C1(=CC=CC=C1)N1N=C(C2=C1C1=C(SC2)C=CC=C1)C(=O)O (1,4-Dihydro-1-phenyl-[1]-benzothiopyrano[4,3-c]pyrazole-3-carboxylic acid), S(=O)(Cl)Cl (thionyl chloride). Solvent: O1CCOCC1 (dioxane). Product: C1(=CC=CC=C1)N1N=C(C2=C1C1=C(SC2)C=CC=C1)C(=O)Cl (1,4-dihydro-1-phenyl-[1]-benzothiopyrano[4,3-c]pyrazole-3-carbonyl chloride). RXN SMILES: [C:1]1([N:7]2[C:11]3[C:12]4[CH:19]=[CH:18][CH:17]=[CH:16][C:13]=4[S:14][CH2:15][C:10]=3[C:9]([C:20]([OH:22])=O)=[N:8]2)[CH:6]=[CH:5][CH:4]=[CH:3][CH:2]=1.S(Cl)([Cl:25])=O>O1CCOCC1>[C:1]1([N:7]2[C:11]3[C:12]4[CH:19]=[CH:18][CH:17]=[CH:16][C:13]=4[S:14][CH2:15][C:10]=3[C:9]([C:20]([Cl:25])=[O:22])=[N:8]2)[CH:6]=[CH:5][CH:4]=[CH:3][CH:2]=1. Procedure details: 1,4-Dihydro-1-phenyl-[1]-benzothiopyrano[4,3-c]pyrazole-3-carboxylic acid (2 g) is reacted with thionyl chloride (1 ml) in dioxane (40 ml) at reflux temperature for 2 hours. After cooling the solution is evaporated to dryness in vacuo to give 1,4-dihydro-1-phenyl-[1]-benzothiopyrano[4,3-c]pyrazole-3-carbonyl chloride as crystalline residue. The crude product is dissolved in anhydrous dioxane (15 ml) and reacted for 2 h under stirring at room temperature with the carbanion obtained by treatment o... The reactants are C#Cc1ccccn1, CCN(C(C)C)C(C)C, COC(=O)c1cnc(Cl)c(-c2ccc(Cl)cc2)c1, [Cu]I, C1CCOC1. Product: COC(=O)c1cnc(C#Cc2ccccn2)c(-c2ccc(Cl)cc2)c1. Reaction SMILES: [C:1](#[CH:2])[c:3]1[n:4][cH:5][cH:6][cH:7][cH:8]1.[CH2:32]([N:33]([CH:34]([CH3:35])[CH3:36])[CH:37]([CH3:38])[CH3:39])[CH3:40].[CH3:9][O:10][C:11]([c:12]1[cH:13][n:14][c:15]([Cl:25])[c:16](-[c:18]2[cH:19][cH:20][c:21]([Cl:24])[cH:22][cH:23]2)[cH:17]1)=[O:26].[Cu:41][I:42].[O:27]1[CH2:28][CH2:29][CH2:30][CH2:31]1>>[C:1](#[C:2][c:15]1[n:14][cH:13][c:12]([C:11]([O:10][CH3:9])=[O:26])[cH:17][c:16]1-[c:18]1[cH:19][cH:20][c:21]([Cl:24])[cH:22][cH:23]1)[c:3]1[n:4][cH:5][cH:6][cH:7][cH:8]1. Reactants: CCOC(C)=O, CCOC(C)=O, CC=Cc1cccc2c1OCCN(C(=O)OC(C)(C)C)C2, Cl. Yields the product CC=Cc1cccc2c1OCCNC2, Cl. RXN SMILES: [C:22]([O:23][CH2:24][CH3:25])(=[O:26])[CH3:27].[CH3:29][CH2:30][O:31][C:32](=[O:33])[CH3:34].[CH:1](=[CH:2][CH3:3])[c:4]1[cH:5][cH:6][cH:7][c:8]2[c:14]1[O:13][CH2:12][CH2:11][N:10]([C:15]([O:16][C:17]([CH3:18])([CH3:19])[CH3:20])=[O:21])[CH2:9]2.[ClH:28]>>[CH:1](=[CH:2][CH3:3])[c:4]1[cH:5][cH:6][cH:7][c:8]2[c:14]1[O:13][CH2:12][CH2:11][NH:10][CH2:9]2.[ClH:28].